This data is from the Open Reaction Database (ORD), a public repository of structured organic reaction records. The task is: describe an organic reaction: reactants, conditions, products, and yield Product: FC1=CC=C(C=C1)C1CCC(N1S(=O)(=O)C1=CC=C(C=C1)C)CCCN1C=NC(=C1)C ((2RS,5RS)-1-{3-[5-(4-Fluoro-phenyl)-1-(toluene-4-sulfonyl)-pyrrolidin-2-yl]-propyl}-4-methyl-1H-imidazole). As a reaction SMILES: Cl[CH2:2][CH2:3][CH2:4][CH:5]1[CH2:9][CH2:8][CH:7]([C:10]2[CH:15]=[CH:14][C:13]([F:16])=[CH:12][CH:11]=2)[N:6]1[S:17]([C:20]1[CH:25]=[CH:24][C:23]([CH3:26])=[CH:22][CH:21]=1)(=[O:19])=[O:18].[CH3:27][C:28]1[N:29]=[CH:30][NH:31][CH:32]=1>>[F:16][C:13]1[CH:14]=[CH:15][C:10]([CH:7]2[N:6]([S:17]([C:20]3[CH:25]=[CH:24][C:23]([CH3:26])=[CH:22][CH:21]=3)(=[O:18])=[O:19])[CH:5]([CH2:4][CH2:3][CH2:2][N:31]3[CH:32]=[C:28]([CH3:27])[N:29]=[CH:30]3)[CH2:9][CH2:8]2)=[CH:11][CH:12]=1. Reactants: ClCCCC1N(C(CC1)C1=CC=C(C=C1)F)S(=O)(=O)C1=CC=C(C=C1)C ((2RS,5RS)-2-(3-chloro-propyl)-5-(4-fluoro-phenyl)-1-(toluene-4-sulfonyl)-pyrrolidine), CC=1N=CNC1 (4-methyl-1H-imidazole). Reported procedure: The title compound, colorless oil, MS: m/e=442.2 (M+H+), was prepared in accordance with the general method of example 82b from (2RS,5RS)-2-(3-chloro-propyl)-5-(4-fluoro-phenyl)-1-(toluene-4-sulfonyl)-pyrrolidine and 4-methyl-1H-imidazole. Starting materials: N[C@@H]1CN(C[C@H]1O)C(=O)OC(C)(C)C ((3R,4R)- 3-Amino-4-hydroxy-1-pyrrolidinecarboxylic acid, 1,1-dimethylethyl ester), C(C)(C)N(CC)C(C)C (diisopropylethylamine), ClC=1C2=C(N=C(N1)SCC1=C(C(=CC=C1)F)F)N=C(S2)N (7-Chloro-5-[[(2,3-difluorophenyl)methyl]thio]thiazolo[4,5-d]pyrimidin-2-amine). Run in CN1CCCC1=O (NMP). Product: NC=1SC2=C(N=C(N=C2N[C@@H]2CN(C[C@H]2O)C(=O)OC(C)(C)C)SCC2=C(C(=CC=C2)F)F)N1 (3-[[2-amino-5-[[(2,3-difluorophenyl)methyl]thio]thiazolo[4,5-d]pyrimidin-7-yl]amino]-4-hydroxy-(3R,4R)-1-pyrrolidinecarboxylic acid, 1,1-dimethylethyl ester). RXN SMILES: [NH2:1][C@H:2]1[C@H:6]([OH:7])[CH2:5][N:4]([C:8]([O:10][C:11]([CH3:14])([CH3:13])[CH3:12])=[O:9])[CH2:3]1.C(N(C(C)C)CC)(C)C.Cl[C:25]1[C:26]2[S:43][C:42]([NH2:44])=[N:41][C:27]=2[N:28]=[C:29]([S:31][CH2:32][C:33]2[CH:38]=[CH:37][CH:36]=[C:35]([F:39])[C:34]=2[F:40])[N:30]=1>CN1C(=O)CCC1>[NH2:44][C:42]1[S:43][C:26]2[C:25]([NH:1][C@H:2]3[C@H:6]([OH:7])[CH2:5][N:4]([C:8]([O:10][C:11]([CH3:14])([CH3:13])[CH3:12])=[O:9])[CH2:3]3)=[N:30][C:29]([S:31][CH2:32][C:33]3[CH:38]=[CH:37][CH:36]=[C:35]([F:39])[C:34]=3[F:40])=[N:28][C:27]=2[N:41]=1. Reported procedure: (3R,4R)- 3-Amino-4-hydroxy-1-pyrrolidinecarboxylic acid, 1,1-dimethylethyl ester (0.73 g), diisopropylethylamine (1.0 ml) and the product of example 4 step b), were stirred is in NMP (10 ml) at 100° C. for 28 hrs. The cooled mixture was poured onto water and the solid produced collected, washed with water and air dried. The crude material was purified (SiO2, ethyl acetate as eluant) to give the subtitle compound as a colourless solid (0.58 g). Starting materials: [H-].[Na+] (Sodium hydride), CN(C)CCO (N,N-dimethylaminoethanol), ClC1=NC=CC(=C1)N1CCC2=C1N=C(N=C2C=2C=NC(=NC2)N(CC2=CC=C(C=C2)OC)CC2=CC=C(C=C2)OC)N2CCOCC2 ({5-[7-(2-Chloro-pyridin-4-yl)-2-morpholin-4-yl-6,7-dihydro-5H-pyrrolo[2,3-d]pyrimidin-4-yl]-pyrimidin-2-yl}-bis-(4-methoxy-benzyl)-amine). The solvent is C1(=CC=CC=C1)C (toluene). Reaction conditions: time 15 minute. The product is CN(CCOC1=NC=CC(=C1)N1CCC2=C1N=C(N=C2C=2C=NC(=NC2)N(CC2=CC=C(C=C2)OC)CC2=CC=C(C=C2)OC)N2CCOCC2)C ((5-{7-[2-(2-Dimethylaminoethoxy)-pyridin-4-yl]-2-morpholin-4-yl-6,7-dihydro-5H-pyrrolo[2,3-d]pyrimidin-4-yl}-pyrimidin-2-yl)-bis-(4-methoxy-benzyl)-amine). Yield: 100.0%. As a reaction SMILES: [H-].[Na+].[CH3:3][N:4]([CH2:6][CH2:7][OH:8])[CH3:5].Cl[C:10]1[CH:15]=[C:14]([N:16]2[C:20]3[N:21]=[C:22]([N:50]4[CH2:55][CH2:54][O:53][CH2:52][CH2:51]4)[N:23]=[C:24]([C:25]4[CH:26]=[N:27][C:28]([N:31]([CH2:41][C:42]5[CH:47]=[CH:46][C:45]([O:48][CH3:49])=[CH:44][CH:43]=5)[CH2:32][C:33]5[CH:38]=[CH:37][C:36]([O:39][CH3:40])=[CH:35][CH:34]=5)=[N:29][CH:30]=4)[C:19]=3[CH2:18][CH2:17]2)[CH:13]=[CH:12][N:11]=1>C1(C)C=CC=CC=1>[CH3:3][N:4]([CH3:5])[CH2:6][CH2:7][O:8][C:12]1[CH:13]=[C:14]([N:16]2[C:20]3[N:21]=[C:22]([N:50]4[CH2:51][CH2:52][O:53][CH2:54][CH2:55]4)[N:23]=[C:24]([C:25]4[CH:30]=[N:29][C:28]([N:31]([CH2:32][C:33]5[CH:38]=[CH:37][C:36]([O:39][CH3:40])=[CH:35][CH:34]=5)[CH2:41][C:42]5[CH:43]=[CH:44][C:45]([O:48][CH3:49])=[CH:46][CH:47]=5)=[N:27][CH:26]=4)[C:19]=3[CH2:18][CH2:17]2)[CH:15]=[CH:10][N:11]=1 |f:0.1|. Reported procedure: Sodium hydride (15 mg, 60% mineral oil dispersion, 5 equivalents) and N,N-dimethylaminoethanol (39 μl, 5 equivalents) were added to toluene (1.3 ml). After refluxing for 5 minutes, stirring was carried out at 50° C. for 15 minutes. {5-[7-(2-Chloro-pyridin-4-yl)-2-morpholin-4-yl-6,7-dihydro-5H-pyrrolo[2,3-d]pyrimidin-4-yl]-pyrimidin-2-yl}-bis-(4-methoxy-benzyl)-amine (50 mg) obtained in Step A in Example 1-H-31 was added, followed by refluxing overnight, and the reaction mixture was concentrated ... Reactants: [Br-], C1CCOC1, CON(C)C(=O)c1cn(Cc2cccc(Br)n2)c2ccccc2c1=O, [Mg+]c1ccc(Cl)cc1. Product: O=C(c1ccc(Cl)cc1)c1cn(Cc2cccc(Br)n2)c2ccccc2c1=O. Reaction SMILES: [Br-:26].[CH2:35]1[O:36][CH2:37][CH2:38][CH2:39]1.[CH3:1][O:2][N:3]([C:4](=[O:5])[c:6]1[cH:7][n:8]([CH2:17][c:18]2[n:19][c:20]([Br:24])[cH:21][cH:22][cH:23]2)[c:9]2[cH:10][cH:11][cH:12][cH:13][c:14]2[c:15]1=[O:16])[CH3:25].[Cl:27][c:28]1[cH:29][cH:30][c:31]([Mg+:34])[cH:32][cH:33]1>>[C:4](=[O:5])([c:6]1[cH:7][n:8]([CH2:17][c:18]2[n:19][c:20]([Br:24])[cH:21][cH:22][cH:23]2)[c:9]2[cH:10][cH:11][cH:12][cH:13][c:14]2[c:15]1=[O:16])[c:31]1[cH:30][cH:29][c:28]([Cl:27])[cH:33][cH:32]1. The reactants are CCO, NC(=O)CCCCn1ccc(NC(=S)NCC(F)(F)F)n1, N. Yields the product NC(=O)CCCCn1ccc(NC(N)=NCC(F)(F)F)n1. RXN SMILES: [CH2:23]([OH:24])[CH3:25].[F:1][C:2]([CH2:3][NH:4][C:5]([NH:6][c:7]1[n:8][n:9]([CH2:12][CH2:13][CH2:14][CH2:15][C:16](=[O:17])[NH2:18])[cH:10][cH:11]1)=[S:19])([F:20])[F:21].[NH3:22]>>[F:1][C:2]([CH2:3][N:4]=[C:5]([NH:6][c:7]1[n:8][n:9]([CH2:12][CH2:13][CH2:14][CH2:15][C:16](=[O:17])[NH2:18])[cH:10][cH:11]1)[NH2:22])([F:20])[F:21]. Product: Cl, NC(Cc1ccccc1)C(O)C(F)(F)F. Reactants: CCO, Cl, O, O=C(NC(Cc1ccccc1)C(O)C(F)(F)F)c1ccccc1. Reaction SMILES: [CH3:25][CH2:26][OH:27].[ClH:1].[OH2:28].[OH:2][CH:3]([C:4]([F:5])([F:6])[F:7])[CH:8]([CH2:9][c:10]1[cH:11][cH:12][cH:13][cH:14][cH:15]1)[NH:16][C:17]([c:18]1[cH:19][cH:20][cH:21][cH:22][cH:23]1)=[O:24]>>[ClH:1].[OH:2][CH:3]([C:4]([F:5])([F:6])[F:7])[CH:8]([CH2:9][c:10]1[cH:11][cH:12][cH:13][cH:14][cH:15]1)[NH2:16].